From a dataset of the Open Reaction Database (ORD), a public repository of structured organic reaction records. describe an organic reaction: reactants, conditions, products, and yield Starting materials: NC1=C(C=C(C=C1)C(=O)N(CC)CC)NC(CC1=CC=C(C=C1)OCC)=O (N-[2-Amino-5-[(diethylamino)carbonyl]phenyl]-4-ethoxy-benzeneacetamide), C(=O)(C(F)(F)F)O (TFA), C(C)(C)(C)OC(=O)N1[C@@H](C=O)CCC1 (N-(tert-butoxycarbonyl)-D-prolinal), C(#N)[BH3-].[Na+] (sodium cyanoborohydride). Run at time 1 hour. Product: C(C)OC1=CC=C(C=C1)CC1=NC2=C(N1C[C@@H]1N(CCC1)C)C=CC(=C2)C(=O)N(CC)CC (2-[(4-Ethoxyphenyl)methyl]-N,N-diethyl-1-[[(2R)-1-methyl-2-pyrrolidinyl]methyl]-1H-benzimidazole-5-carboxamide). The yield is 36.0%. As a reaction SMILES: [NH2:1][C:2]1[CH:7]=[CH:6][C:5]([C:8]([N:10]([CH2:13][CH3:14])[CH2:11][CH3:12])=[O:9])=[CH:4][C:3]=1[NH:15][C:16](=O)[CH2:17][C:18]1[CH:23]=[CH:22][C:21]([O:24][CH2:25][CH3:26])=[CH:20][CH:19]=1.C(O[C:33]([N:35]1[CH2:41][CH2:40][CH2:39][C@@H:36]1[CH:37]=O)=O)(C)(C)C.C([BH3-])#N.[Na+].C(O)(C(F)(F)F)=O>>[CH2:25]([O:24][C:21]1[CH:22]=[CH:23][C:18]([CH2:17][C:16]2[N:1]([CH2:37][C@H:36]3[CH2:39][CH2:40][CH2:41][N:35]3[CH3:33])[C:2]3[CH:7]=[CH:6][C:5]([C:8]([N:10]([CH2:13][CH3:14])[CH2:11][CH3:12])=[O:9])=[CH:4][C:3]=3[N:15]=2)=[CH:19][CH:20]=1)[CH3:26] |f:2.3|. Procedure: N-[2-Amino-5-[(diethylamino)carbonyl]phenyl]-4-ethoxy-benzeneacetamide (85 mg, 0.230 mmol) and N-(tert-butoxycarbonyl)-D-prolinal (0.06 mL, 1.5 eq) were coupled and cyclized following the procedure in example 40E. The solvent was then concentrated. The residue was dissolved in MeOH and 37% formaldehyde in water (formalin) (few drops, excess) was added, followed by sodium cyanoborohydride (43 mg, 3 eq). The solution was then stirred at rt for 1 h. The crude product was directly purified by revers... The reactants are [H-].[Al+3].[Li+].[H-].[H-].[H-] (lithium aluminium hydride), C1OC2=C(C=CC=3C(=CC32)C(=O)O)O1 (3,4-methylenedioxybenzocyclobuten-1-ylcarboxylic acid), [H-] (hydride). Run in C(C)OCC (diethyl ether), C(C)OCC (diethyl ether). The product is OCC1CC2C13C(=CC=C2)OCO3 (1-hydroxymethyl-3,4-methylenedioxybenzocyclobutene). Isolated yield 87.0%. As a reaction SMILES: [H-].[Al+3].[Li+].[H-].[H-].[H-].[CH2:7]1[O:20][C:10]2[CH:11]=[CH:12][C:13]3[C:14]([C:17]([OH:19])=O)=[CH:15][C:16]=3[C:9]=2[O:8]1.[H-]>C(OCC)C>[OH:19][CH2:17][CH:14]1[C:9]23[O:8][CH2:7][O:20][C:10]2=[CH:11][CH:12]=[CH:13][CH:16]3[CH2:15]1 |f:0.1.2.3.4.5|. Procedure details: Under a nitrogen atmosphere, 7.4 g of lithium aluminium hydride are added to 100 ml of diethyl ether and then 15 g of the compound prepared in Stage F, dissolved in 300 ml of diethyl ether, are added dropwise thereto. When the addition is complete, the mixture is refluxed for 3 hours. The excess hydride is hydrolysed, the mixture is filtered, the residue is washed several times with diethyl ether and the filtrate and washings are concentrated. The alcohol is obtained in the form of an oil. Starting materials: CCOC(=O)Cl, CC(C)SC(C)(C)C(N)C(=O)O, [Na+], C1COCCO1, [OH-], O. The product is CCOC(=O)NC(C(=O)O)C(C)(C)SC(C)C. As a reaction SMILES: [Cl:21][C:22](=[O:23])[O:24][CH2:25][CH3:26].[NH2:1][CH:2]([C:3](=[O:4])[OH:5])[C:6]([CH3:7])([CH3:8])[S:9][CH:10]([CH3:11])[CH3:12].[Na+:20].[O:13]1[CH2:14][CH2:15][O:16][CH2:17][CH2:18]1.[OH-:19].[OH2:27]>>[NH:1]([CH:2]([C:3](=[O:4])[OH:5])[C:6]([CH3:7])([CH3:8])[S:9][CH:10]([CH3:11])[CH3:12])[C:22](=[O:23])[O:24][CH2:25][CH3:26]. The reactants are CCC1CC(C)(C)CCC1O, CC(C)=O. The product is CCC1CC(C)(C)CCC1=O. RXN SMILES: [CH2:1]([CH3:2])[CH:3]1[CH:4]([OH:11])[CH2:5][CH2:6][C:7]([CH3:9])([CH3:10])[CH2:8]1.[CH3:12][C:13](=[O:14])[CH3:15]>>[CH2:1]([CH3:2])[CH:3]1[C:4](=[O:11])[CH2:5][CH2:6][C:7]([CH3:9])([CH3:10])[CH2:8]1. Reactants: N1=CC(=CC2=CC=CC=C12)NC([C@H]1NC[C@@H](C1)NC([C@@H](CCC1=CC=CC=C1)O)=O)=O (trans-4-((R)-2-hydroxy-4-phenybutyrylamino)-L-proline 3-quinolylamide), N1=CC(=CC2=CC=CC=C12)NC([C@H]1N(C[C@@H](C1)NC([C@@H](CCC1=CC=CC=C1)O)=O)C([C@H]1N(C[C@@H](C1)NC(=O)OC(C)(C)C)C(=O)OC(C)(C)C)=O)=O (N-tert-Butoxycarbonyl-trans-4-(N-tert-Butoxycarbonylamino)-L-Prolyl-trans-4-((R)-2-Hydroxy-4-Phenylbutyrylamino)-L-Proline 3-Quinolylamide), Compound D101, C(C)(C)(C)OC(=O)N1C(CN(CC1)C(=O)OCC1=CC=CC=C1)C(=O)O (1-tert-butoxycarbonyl-4-benzyloxycarbonylpiperazine-2-ylcarboxylic acid). The product is N1=CC(=CC2=CC=CC=C12)NC([C@H]1N(C[C@@H](C1)NC([C@@H](CCC1=CC=CC=C1)O)=O)C(=O)C1N(CCN(C1)C(=O)OCC1=CC=CC=C1)C(=O)OC(C)(C)C)=O ((1-tert-Butoxycarbonyl-4-Benzyloxycarbonylpiperazin-2-ylcarbonyl)-trans-4-((R)-2-Hydroxy-4-Phenylbutyrylamino)-L-Proline 3-Quinolylamide). Reaction SMILES: [N:1]1[C:10]2[C:5](=[CH:6][CH:7]=[CH:8][CH:9]=2)[CH:4]=[C:3]([NH:11][C:12](=[O:31])[C@@H:13]2[CH2:17][C@@H:16]([NH:18][C:19](=[O:30])[C@H:20]([OH:29])[CH2:21][CH2:22][C:23]3[CH:28]=[CH:27][CH:26]=[CH:25][CH:24]=3)[CH2:15][NH:14]2)[CH:2]=1.[C:32]([O:36][C:37]([N:39]1[CH2:44][CH2:43][N:42]([C:45]([O:47][CH2:48][C:49]2[CH:54]=[CH:53][CH:52]=[CH:51][CH:50]=2)=[O:46])[CH2:41][CH:40]1[C:55](O)=[O:56])=[O:38])([CH3:35])([CH3:34])[CH3:33].N1C2C(=CC=CC=2)C=C(NC(=O)[C@@H]2C[C@@H](NC(=O)[C@H](O)CCC3C=CC=CC=3)CN2C(=O)[C@@H]2C[C@@H](NC(OC(C)(C)C)=O)CN2C(OC(C)(C)C)=O)C=1>>[N:1]1[C:10]2[C:5](=[CH:6][CH:7]=[CH:8][CH:9]=2)[CH:4]=[C:3]([NH:11][C:12](=[O:31])[C@@H:13]2[CH2:17][C@@H:16]([NH:18][C:19](=[O:30])[C@H:20]([OH:29])[CH2:21][CH2:22][C:23]3[CH:28]=[CH:27][CH:26]=[CH:25][CH:24]=3)[CH2:15][N:14]2[C:55]([CH:40]2[CH2:41][N:42]([C:45]([O:47][CH2:48][C:49]3[CH:50]=[CH:51][CH:52]=[CH:53][CH:54]=3)=[O:46])[CH2:43][CH2:44][N:39]2[C:37]([O:36][C:32]([CH3:35])([CH3:34])[CH3:33])=[O:38])=[O:56])[CH:2]=1. Procedure details: trans-4-((R)-2-hydroxy-4-phenybutyrylamino)-L-proline 3-quinolylamide (Compound D101 (H), 272 mg) and 1-tert-butoxycarbonyl-4-benzyloxycarbonylpiperazine-2-ylcarboxylic acid (A, 237 mg) were coupled using the same procedure of Compound D101 (P) to afford the title compound (171 mg) as a colorless glassy solid: mass spectrum (FAB+) m/e 765 (M+1). Starting materials: C(C)(C)(C)C1=CC(=C(C=N1)C=1N([C@]([C@](N1)(C)C1=CC=C(C=C1)Cl)(C)C1=CC=C(C=C1)Cl)C(=O)N1CCC(CC1)CC(=O)O)OCC ({1-[(4S,5R)-2-(6-tert-butyl-4-ethoxy-pyridin-3-yl)-4,5-bis-(4-chloro-phenyl)-4,5-dimethyl-4,5-dihydro-imidazole-1-carbonyl]-piperidin-4-yl}-acetic acid), CC1NCCC1 (2-methyl-pyrrolidine). Product: C(C)(C)(C)C1=CC(=C(C=N1)C=1N([C@]([C@](N1)(C)C1=CC=C(C=C1)Cl)(C)C1=CC=C(C=C1)Cl)C(=O)N1CCC(CC1)CC(=O)N1C(CCC1)C)OCC (2-{1-[(4S,5R)-2-(6-tert-Butyl-4-ethoxy-pyridin-3-yl)-4,5-bis-(4-chloro-phenyl)-4,5-dimethyl-4,5-dihydro-imidazole-1-carbonyl]-piperidin-4-yl}-1-(2-methyl-pyrrolidin-1-yl)-ethanone). RXN SMILES: [C:1]([C:5]1[N:10]=[CH:9][C:8]([C:11]2[N:12]([C:32]([N:34]3[CH2:39][CH2:38][CH:37]([CH2:40][C:41]([OH:43])=O)[CH2:36][CH2:35]3)=[O:33])[C@@:13]([C:25]3[CH:30]=[CH:29][C:28]([Cl:31])=[CH:27][CH:26]=3)([CH3:24])[C@@:14]([C:17]3[CH:22]=[CH:21][C:20]([Cl:23])=[CH:19][CH:18]=3)([CH3:16])[N:15]=2)=[C:7]([O:44][CH2:45][CH3:46])[CH:6]=1)([CH3:4])([CH3:3])[CH3:2].[CH3:47][CH:48]1[CH2:52][CH2:51][CH2:50][NH:49]1>>[C:1]([C:5]1[N:10]=[CH:9][C:8]([C:11]2[N:12]([C:32]([N:34]3[CH2:39][CH2:38][CH:37]([CH2:40][C:41]([N:49]4[CH2:50][CH2:51][CH2:52][CH:48]4[CH3:47])=[O:43])[CH2:36][CH2:35]3)=[O:33])[C@@:13]([C:25]3[CH:30]=[CH:29][C:28]([Cl:31])=[CH:27][CH:26]=3)([CH3:24])[C@@:14]([C:17]3[CH:18]=[CH:19][C:20]([Cl:23])=[CH:21][CH:22]=3)([CH3:16])[N:15]=2)=[C:7]([O:44][CH2:45][CH3:46])[CH:6]=1)([CH3:4])([CH3:3])[CH3:2]. Procedure: In a manner analogous to the method described in example 163, {1-[(4S,5R)-2-(6-tert-butyl-4-ethoxy-pyridin-3-yl)-4,5-bis-(4-chloro-phenyl)-4,5-dimethyl-4,5-dihydro-imidazole-1-carbonyl]-piperidin-4-yl}-acetic acid was coupled with 2-methyl-pyrrolidine (Aldrich) to give the title compound as a mixture of diastereomers. HR-MS (ES, m/z) calculated for C41H52Cl2N5O3 [(M+H)+] 761.3707, observed 761.3707. Starting materials: [N+](#[C-])[C@H]1C(N([C@@H]1CC=C)C(C(=O)OC)=C(C)C)=O (methyl 2-[(3R,4R)-3-isocyano-2-oxo-4-allylazetidin-1-yl]-3-methylbut-2-enoate), C(CCC)[Li] (n-butyl lithium), CC(=O)C (acetone), ClC(=O)OCC1=CC=CC=C1 (benzyl chloroformate). The solvent is C(C)(=O)O (acetic acid), O1CCCC1 (tetrahydrofuran), O1CCCC1 (tetrahydrofuran), O1CCCC1 (tetrahydrofuran). Conditions: temperature -78 celsius, time 15 minute. The product is C(C1=CC=CC=C1)OC(=O)OC(C)(C)[C@]1(C(N([C@@H]1CC=C)C(C(=O)OC)=C(C)C)=O)[N+]#[C-] (methyl 2-[(3R,4R)-3-(1-benzyloxycarbonyloxy-1-methylethyl)-3-isocyano-2-oxo-4-allylazetidin-1-yl]-3-methylbut-2-enoate). As a reaction SMILES: [N+:1]([C@@H:3]1[C@@H:6]([CH2:7][CH:8]=[CH2:9])[N:5]([C:10](=[C:15]([CH3:17])[CH3:16])[C:11]([O:13][CH3:14])=[O:12])[C:4]1=[O:18])#[C-:2].C([Li])CCC.[CH3:24][C:25]([CH3:27])=[O:26].Cl[C:29]([O:31][CH2:32][C:33]1[CH:38]=[CH:37][CH:36]=[CH:35][CH:34]=1)=[O:30]>O1CCCC1.C(O)(=O)C>[CH2:32]([O:31][C:29]([O:26][C:25]([C@:3]1([N+:1]#[C-:2])[C@@H:6]([CH2:7][CH:8]=[CH2:9])[N:5]([C:10](=[C:15]([CH3:17])[CH3:16])[C:11]([O:13][CH3:14])=[O:12])[C:4]1=[O:18])([CH3:27])[CH3:24])=[O:30])[C:33]1[CH:38]=[CH:37][CH:36]=[CH:35][CH:34]=1. Reported procedure: To a solution of methyl 2-[(3R,4R)-3-isocyano-2-oxo-4-allylazetidin-1-yl]-3-methylbut-2-enoate (198.0 mg) in tetrahydrofuran (3.96 ml) was added dropwise a solution of n-butyl lithium (0.634 ml of 1.51 M solution in hexane) at -78° C. over a period of 5 minutes. After stirring for 15 minutes at -78° C., the reaction mixture was added with a solution of acetone (0.0713 ml) in tetrahydrofuran (0.642 ml) at -78° C. over a period of 5 minutes. After stirring for 25 minutes at -78° C., the reaction m... Starting materials: ice, C1(=CC=CC=C1)O (phenol), ClC(=C(F)Cl)F (dichlorodifluoroethene), [OH-].[K+] (KOH), ClC(=C(F)F)Cl (2,2-dichloro-1,1-difluoroethene), ice. Run in CC(=O)C (acetone). Run at temperature 10 celsius. The product is ClC(C(OC1=CC=CC=C1)(F)F)Cl ((2,2-Dichloro-1,1-difluoroethoxy)benzene). RXN SMILES: [C:1]1([OH:7])[CH:6]=[CH:5][CH:4]=[CH:3][CH:2]=1.[OH-].[K+].[Cl:10][C:11]([Cl:15])=[C:12]([F:14])[F:13].ClC(F)=C(Cl)F>CC(C)=O>[Cl:10][CH:11]([Cl:15])[C:12]([F:14])([F:13])[O:7][C:1]1[CH:6]=[CH:5][CH:4]=[CH:3][CH:2]=1 |f:1.2|. Procedure: In a 500 ml stirred reaction flask equipped with thermometer, air condenser, dropping funnel and ice water bath was placed 94 g (one mole) of phenol and 300 ml of acetone and the mixture was cooled to 10° C. 11.0 Grams of powdered KOH (85 percent) was then added. After the mixture was stirred for one-half hour at 10° C., 2,2-dichloro-1,1-difluoroethene was introduced over a period of one hour while maintaining the temperature at about 10-12° C. At the end of the addition of the dichlorodifluoroe... Starting materials: CO.C(Cl)(Cl)Cl (MeOH CHCl3), FC=1C=C(C=C(C1N1CCN(CC1)C(=O)OC(C)(C)C)F)N1C(OC(C1)CN=[N+]=[N-])=O ([[3-[3,5-difluoro-4-[4-(tert-butoxycarbonyl)-1-piperazinyl]phenyl]-2-oxo-5-oxazolidinyl]methyl]azide), C(C)(=O)OC(C)=O (acetic anhydride), N1=CC=CC=C1 (pyridine). Run in CCOC(=O)C (EtOAc). Conditions: time 3 hour. Product: FC=1C=C(C=C(C1N1CCN(CC1)C(=O)OC(C)(C)C)F)N1C(OC(C1)CNC(C)=O)=O (N-[[3-[3,5-difluoro-4-[4-(tert-butoxycarbonyl)-1-piperazinyl]phenyl]-2-oxo-5-oxazolidinyl]methyl]acetamide). Yield: 82.7%. Reaction SMILES: [F:1][C:2]1[CH:3]=[C:4]([N:22]2[CH2:26][CH:25]([CH2:27][N:28]=[N+]=[N-])[O:24][C:23]2=[O:31])[CH:5]=[C:6]([F:21])[C:7]=1[N:8]1[CH2:13][CH2:12][N:11]([C:14]([O:16][C:17]([CH3:20])([CH3:19])[CH3:18])=[O:15])[CH2:10][CH2:9]1.N1C=CC=CC=1.[C:38](OC(=O)C)(=[O:40])[CH3:39].CO.C(Cl)(Cl)Cl>CCOC(C)=O>[F:1][C:2]1[CH:3]=[C:4]([N:22]2[CH2:26][CH:25]([CH2:27][NH:28][C:38](=[O:40])[CH3:39])[O:24][C:23]2=[O:31])[CH:5]=[C:6]([F:21])[C:7]=1[N:8]1[CH2:13][CH2:12][N:11]([C:14]([O:16][C:17]([CH3:20])([CH3:19])[CH3:18])=[O:15])[CH2:10][CH2:9]1 |f:3.4|. Procedure: The [[3-[3,5-difluoro-4-[4-(tert-butoxycarbonyl)-1-piperazinyl]phenyl]-2-oxo-5-oxazolidinyl]methyl]azide (22.4 g, 51 mmol) was dissolved in 1 L of EtOAc and then degassed three times with N2. Next, 10% Pd-C (4.48 g, 20% by weight) was added and the solution was degassed again three times (with N2) before replacing the atmosphere with H2 (balloon). After 3 hours, the reaction was determined to be complete by TLC (20% MeOH/CHCl3, UV short wave). At this point, pyridine (8.26 mL, 102 mmol) was adde...